This data is from the Open Reaction Database (ORD), a public repository of structured organic reaction records. The task is: describe an organic reaction: reactants, conditions, products, and yield Reactants: N(=NC(=O)OC(C)(C)C)C(=O)OC(C)(C)C (Di-tert-butyl azodicarboxylate), ClC1=CC=C(C=C1)C(CC=1N(C=CN1)C(C1=CC=CC=C1)(C1=CC=CC=C1)C1=CC=CC=C1)O (1-(4-chlorophenyl)-2-(1-trityl-1H-imidazol-2-yl)ethanol), ClC1=CC=C(C=C1)C(CC=1N(C=CN1)C(C1=CC=CC=C1)(C1=CC=CC=C1)C1=CC=CC=C1)O (1-(4-chlorophenyl)-2-(1-trityl-1H-imidazol-2-yl)ethanol), C1(C=2C(C(N1)=O)=CC=CC2)=O (phthalimide), C1(=CC=CC=C1)P(C1=CC=CC=C1)C1=CC=CC=C1 (triphenylphosphine). The solvent is C1CCOC1 (THF). Run at time 60 minute. Yields the product ClC1=CC=C(C=C1)C(CC=1N(C=CN1)C(C1=CC=CC=C1)(C1=CC=CC=C1)C1=CC=CC=C1)N1C(C2=CC=CC=C2C1=O)=O (2-(1-(4-chlorophenyl)-2-(1-trityl-1H-imidazol-2-yl)ethyl)isoindoline-1,3-dione). The yield is 102.6%. As a reaction SMILES: N(C(OC(C)(C)C)=O)=NC(OC(C)(C)C)=O.[Cl:17][C:18]1[CH:23]=[CH:22][C:21]([CH:24](O)[CH2:25][C:26]2[N:27]([C:31]([C:44]3[CH:49]=[CH:48][CH:47]=[CH:46][CH:45]=3)([C:38]3[CH:43]=[CH:42][CH:41]=[CH:40][CH:39]=3)[C:32]3[CH:37]=[CH:36][CH:35]=[CH:34][CH:33]=3)[CH:28]=[CH:29][N:30]=2)=[CH:20][CH:19]=1.[C:51]1(=[O:61])[NH:55][C:54](=[O:56])[C:53]2=[CH:57][CH:58]=[CH:59][CH:60]=[C:52]12.C1(P(C2C=CC=CC=2)C2C=CC=CC=2)C=CC=CC=1>C1COCC1>[Cl:17][C:18]1[CH:19]=[CH:20][C:21]([CH:24]([N:55]2[C:51](=[O:61])[C:52]3[C:53](=[CH:57][CH:58]=[CH:59][CH:60]=3)[C:54]2=[O:56])[CH2:25][C:26]2[N:27]([C:31]([C:38]3[CH:39]=[CH:40][CH:41]=[CH:42][CH:43]=3)([C:44]3[CH:45]=[CH:46][CH:47]=[CH:48][CH:49]=3)[C:32]3[CH:37]=[CH:36][CH:35]=[CH:34][CH:33]=3)[CH:28]=[CH:29][N:30]=2)=[CH:22][CH:23]=1. Procedure details: Di-tert-butyl azodicarboxylate (0.808 g, 3.51 mmol) was added portionwise to 1-(4-chlorophenyl)-2-(1-trityl-1H-imidazol-2-yl)ethanol (Intermediate 86) (1.36 g, 2.92 mmol), phthalimide (0.473 g, 3.22 mmol) and triphenylphosphine (0.921 g, 3.51 mmol) in THF (25 mL) at room temperature over a period of 15 minutes. The resulting solution was stirred at room temperature for 60 minutes then concentrated by evaporation and purified by flash silica chromatography, elution gradient 20 to 40% EtOAc in iso... Starting materials: O1CC(COC2=C1C=CC=C2)O (3,4-dihydro-2H-1,5-benzodioxepin-3-ol), CC(=O)OI1(C=2C=CC=CC2C(=O)O1)(OC(=O)C)OC(=O)C (Dess-Martin periodinane). Solvent: ClCCl (dichloromethane). Reaction conditions: temperature 25 celsius, time 8 hour. The product is O1CC(COC2=C1C=CC=C2)=O (2H-1,5-Benzodioxepin-3(4H)-one). Yield: 97.5%. RXN SMILES: [O:1]1[C:7]2[CH:8]=[CH:9][CH:10]=[CH:11][C:6]=2[O:5][CH2:4][CH:3]([OH:12])[CH2:2]1.CC(OI1(OC(C)=O)(OC(C)=O)OC(=O)C2C=CC=CC1=2)=O>ClCCl>[O:1]1[C:7]2[CH:8]=[CH:9][CH:10]=[CH:11][C:6]=2[O:5][CH2:4][C:3](=[O:12])[CH2:2]1. Procedure: To a solution of 3,4-dihydro-2H-1,5-benzodioxepin-3-ol (1 g, 6.02 mmol) in dichloromethane (20 ml) was added Dess-Martin periodinane (2.8 g, 6.60 mmol). The mixture was stirred overnight at 25° C., and then purified by flash chromatography on a Biotage Horizon, 40M column, eluting with 1 column volume of 100% dichloromethane, followed by a gradient of 0 to 100% ethyl acetate in dichloromethane over 10 column volumes, to provide the title compound (964 mg, 5.87 mmol, 98% yield). 1H NMR (500 MHz, ... Reactants: NCCCCN1C(=NC=2C(=NC=3C=CC=CC3C21)N)COC (1-(4-aminobutyl)-2-methoxymethyl-1H-imidazo[4,5-c]quinolin-4-amine), C([O-])(O)=O.[Na+] (sodium bicarbonate), N1=CC(=CC=C1)C=O (pyridine 3-carboxaldehyde), C(#N)[BH3-].[Na+] (Sodium cyanoborohydride), imine. The solvent is CO (methanol), C(C)(=O)O (acetic acid). Conditions: time 5 minute. Product: COCC=1N(C2=C(C(=NC=3C=CC=CC23)N)N1)CCCCNCC=1C=NC=CC1 (2-methoxymethyl-1-{4-[(pyridin-3-ylmethyl)amino]butyl}-1H-imidazo[4,5-c]quinolin-4-amine). Isolated yield 15.3%. Reaction SMILES: [NH2:1][CH2:2][CH2:3][CH2:4][CH2:5][N:6]1[C:18]2[C:17]3[CH:16]=[CH:15][CH:14]=[CH:13][C:12]=3[N:11]=[C:10]([NH2:19])[C:9]=2[N:8]=[C:7]1[CH2:20][O:21][CH3:22].[N:23]1[CH:28]=[CH:27][CH:26]=[C:25]([CH:29]=O)[CH:24]=1.C([BH3-])#N.[Na+].C(=O)(O)[O-].[Na+]>C(O)(=O)C.CO>[CH3:22][O:21][CH2:20][C:7]1[N:6]([CH2:5][CH2:4][CH2:3][CH2:2][NH:1][CH2:29][C:25]2[CH:24]=[N:23][CH:28]=[CH:27][CH:26]=2)[C:18]2[C:17]3[CH:16]=[CH:15][CH:14]=[CH:13][C:12]=3[N:11]=[C:10]([NH2:19])[C:9]=2[N:8]=1 |f:2.3,4.5|. Reported procedure: To a round-bottomed flask containing 1-(4-aminobutyl)-2-methoxymethyl-1H-imidazo[4,5-c]quinolin-4-amine (10.0 g, 33.4 mmol) was added methanol (160 mL) followed by acetic acid (40 mL). The reaction was stirred for 5 minutes and pyridine 3-carboxaldehyde (5.4 g, 50.1 mmol) was added and the reaction was stirred overnight at ambient temperature. Sodium cyanoborohydride (1 M in THF, 33.4 mL, 33.4 mmol) was added to the resultant imine in portions over 10 minutes. After 45 minutes the solvent was ev... Starting materials: BrC1=CC=C(C=C1)/C=C/C(=O)OC (Methyl (E)-3-(4-bromophenyl)prop-2-enoate), [N+](=[N-])=C (Diazomethane). Reagents/catalysts: CC(=O)[O-].CC(=O)[O-].[Pd+2] (Pd(OAc)2). Run in C(Cl)Cl (DCM). Conditions: temperature 0 celsius, time 10 minute. Product: BrC1=CC=C(C=C1)[C@@H]1[C@H](C1)C(=O)OC ((1S,2S)-Methyl 2-(4-bromophenyl)cyclopropanecarboxylate). RXN SMILES: [Br:1][C:2]1[CH:7]=[CH:6][C:5](/[CH:8]=[CH:9]/[C:10]([O:12][CH3:13])=[O:11])=[CH:4][CH:3]=1.[N+](=[CH2:16])=[N-]>C(Cl)Cl.CC([O-])=O.CC([O-])=O.[Pd+2]>[Br:1][C:2]1[CH:3]=[CH:4][C:5]([C@H:8]2[CH2:16][C@@H:9]2[C:10]([O:12][CH3:13])=[O:11])=[CH:6][CH:7]=1 |f:3.4.5|. Procedure: To a mixture of compound 66c (1.50 g, 6.22 mmol) and Pd(OAc)2 (90 mg, 0.40 mmol) in DCM (20 mL) was added an ethereal solution of compound 66b (200 mL). After stirring for 10 min at 0° C., the reaction mixture was concentrated under reduced pressure to yield a residue, which was subjected to flash column chromatography on silica gel (10% EtOAc/petroleum ether) to afford compound 66d as colorless oil. Mass Spectrum (GCMS, ESI pos.): Calcd. for C11H11BrO2: 254.0 (M). found: 254.0. Starting materials: NC1=NC=NN2C1=CC=C2C2(CN(CCC2)C(=O)OC(C)(C)C)O (tert-butyl 3-(4-aminopyrrolo[2,1-f][1,2,4]triazin-7-yl)-3-hydroxypiperidine-1-carboxylate), FC(C(=O)OC(C(F)(F)F)=O)(F)F (trifluoroacetic anhydride). The solvent is N1=CC=CC=C1 (pyridine). Run at time 17 hour. Yields the product NC1=NC=NN2C1=CC=C2C=2CCCN(C2)C(=O)OC(C)(C)C (tert-butyl 5-(4-aminopyrrolo[2,1-f][1,2,4]triazin-7-yl)-3,4-dihydropyridine-1(2H)-carboxylate). Isolated yield 79.7%. As a reaction SMILES: [NH2:1][C:2]1[C:7]2=[CH:8][CH:9]=[C:10]([C:11]3(O)[CH2:16][CH2:15][CH2:14][N:13]([C:17]([O:19][C:20]([CH3:23])([CH3:22])[CH3:21])=[O:18])[CH2:12]3)[N:6]2[N:5]=[CH:4][N:3]=1.FC(F)(F)C(OC(=O)C(F)(F)F)=O>N1C=CC=CC=1>[NH2:1][C:2]1[C:7]2=[CH:8][CH:9]=[C:10]([C:11]3[CH2:16][CH2:15][CH2:14][N:13]([C:17]([O:19][C:20]([CH3:23])([CH3:22])[CH3:21])=[O:18])[CH:12]=3)[N:6]2[N:5]=[CH:4][N:3]=1. Reported procedure: To a cooled (0° C.) solution of tert-butyl 3-(4-aminopyrrolo[2,1-f][1,2,4]triazin-7-yl)-3-hydroxypiperidine-1-carboxylate (2.77 g, 8.31 mmol) in pyridine (55 mL) was added trifluoroacetic anhydride (2.35 mL, 14.1 mmol), dropwise. The ice bath was removed and the mixture was stirred at rt for 17 h. The mixture was concentrated to dryness. The crude solid was triturated with 3:1 EtOAc/hexanes then with MeOH to afford 2.09 g (76%) of the desired product. ES-MS m/z 316.04 [M+H]+, HPLC RT (min) 2.50. Reactants: intermediate, C(C)(=O)O (acetic acid), C1(=CC=CC=C1)C=1C(=NNC1N)C(F)(F)F (4-phenyl-3-trifluoromethyl-5-amino-1H-pyrazole), ClCC(CC(=O)OCC)=O (ethyl 4-chloro-3-oxobutanoate). Run in O (water). Yields the product ClCC=1NC=2N(C(C1)=O)N=C(C2C2=CC=CC=C2)C(F)(F)F (5-chloromethyl-3-phenyl-2-trifluoromethylpyrazolo[1,5-a]pyrimidin-7(4H)-one). Yield: 11.6%. As a reaction SMILES: [C:1]1([C:7]2[C:8]([C:13]([F:16])([F:15])[F:14])=[N:9][NH:10][C:11]=2[NH2:12])[CH:6]=[CH:5][CH:4]=[CH:3][CH:2]=1.[Cl:17][CH2:18][C:19](=O)[CH2:20][C:21](OCC)=[O:22].C(O)(=O)C>O>[Cl:17][CH2:18][C:19]1[NH:12][C:11]2[N:10]([N:9]=[C:8]([C:13]([F:15])([F:16])[F:14])[C:7]=2[C:1]2[CH:2]=[CH:3][CH:4]=[CH:5][CH:6]=2)[C:21](=[O:22])[CH:20]=1. Procedure details: Referring to the process as shown in FIG. 2 of the drawings, provide and place 0.227 g of the intermediate 4-phenyl-3-trifluoromethyl-5-amino-1H-pyrazole (1 mmol), 0.130 g of ethyl 4-chloro-3-oxobutanoate and 3 ml of acetic acid (anhydrous acetic acid) into a parallel synthesis instrument (Buchi, Switzerland), allow reflux reaction for 4 hours, stop heating, filling cold water into the low temperature module of the synthesis instrument for precipitation of solid substance, wash with acetic acid,... Starting materials: O1C(COC2=C1C=CC=C2)CN2CC=1CCCCC1CC2 (2-(2,3-dihydrobenzo[1,4]dioxin-2-ylmethyl)-1,2,3,4,5,6,7,8-octahydroisoquinoline). The solvent is CO (MeOH). Product: O1C(COC2=C1C=CC=C2)CN2CC1CCCCC1CC2 (2-(2,3-Dihydrobenzo[1,4]dioxin-2-ylmethyl)decahydroisoquinoline). As a reaction SMILES: [O:1]1[C:6]2[CH:7]=[CH:8][CH:9]=[CH:10][C:5]=2[O:4][CH2:3][CH:2]1[CH2:11][N:12]1[CH2:21][CH2:20][C:19]2[CH2:18][CH2:17][CH2:16][CH2:15][C:14]=2[CH2:13]1>CO>[O:1]1[C:6]2[CH:7]=[CH:8][CH:9]=[CH:10][C:5]=2[O:4][CH2:3][CH:2]1[CH2:11][N:12]1[CH2:21][CH2:20][CH:19]2[CH:14]([CH2:15][CH2:16][CH2:17][CH2:18]2)[CH2:13]1. Reported procedure: The above described 2-(2,3-dihydrobenzo[1,4]dioxin-2-ylmethyl)-1,2,3,4,5,6,7,8-octahydroisoquinoline (195 mg, 0.68 mmol) was hydrogenated in MeOH (20 ml) under normal pressure (12 h, 50° C.) to give the crude title compound, which was purified by flash chromatography (heptane/EtOAc). Starting materials: CN(C)C(=O)c1cccn1C, CC(=O)[O-], ClCCCl, ClCCl, [Na+], O, O=P(Cl)(Cl)Cl, CC(C)OC(=O)C1CCCn2cccc21. Product: CC(C)OC(=O)C1CCCn2c(C(=O)c3cccn3C)ccc21. RXN SMILES: [CH3:1][N:2]([C:3](=[O:4])[c:5]1[n:6]([CH3:10])[cH:7][cH:8][cH:9]1)[CH3:11].[CH3:33][C:34](=[O:35])[O-:36].[Cl:38][CH2:39][CH2:40][Cl:41].[Cl:42][CH2:43][Cl:44].[Na+:32].[OH2:37].[P:12]([Cl:13])([Cl:14])([Cl:15])=[O:16].[cH:17]1[cH:18][cH:19][n:20]2[c:21]1[CH:22]([C:26](=[O:27])[O:28][CH:29]([CH3:30])[CH3:31])[CH2:23][CH2:24][CH2:25]2>>[C:3](=[O:4])([c:5]1[n:6]([CH3:10])[cH:7][cH:8][cH:9]1)[c:19]1[cH:18][cH:17][c:21]2[n:20]1[CH2:25][CH2:24][CH2:23][CH:22]2[C:26](=[O:27])[O:28][CH:29]([CH3:30])[CH3:31]. The reactants are C(C)C1=CC=CC=C1 (Ethylbenzene), C(C=C)(=O)Cl (acryloyl chloride), [Cl-].[Al+3].[Cl-].[Cl-] (aluminium chloride). The solvent is ClCCl (dichloromethane). Yields the product C(C)C1=CC=C(C=C1)C(C=C)=O (1-ethyl-4-acryloylbenzene). RXN SMILES: [CH2:1]([C:3]1[CH:8]=[CH:7][CH:6]=[CH:5][CH:4]=1)[CH3:2].[C:9](Cl)(=[O:12])[CH:10]=[CH2:11].[Cl-].[Al+3].[Cl-].[Cl-]>ClCCl>[CH2:1]([C:3]1[CH:8]=[CH:7][C:6]([C:9](=[O:12])[CH:10]=[CH2:11])=[CH:5][CH:4]=1)[CH3:2] |f:2.3.4.5|. Procedure: Ethylbenzene (0.5 mL), acryloyl chloride (120 mg), and aluminium chloride (199 mg) were reacted in dichloromethane (1.5 mL) at from 0° C. to room temperature for 4 hours. The resultant was treated in the same manner as described in Example 1 to obtain the title compound (110 mg).